Dataset: the Open Reaction Database (ORD), a public repository of structured organic reaction records. Task: describe an organic reaction: reactants, conditions, products, and yield Starting materials: C(C)(C)(C)OC(=O)NC[C@@H]1CC[C@H](CC1)CC(=O)N[C@@H](CC=1C(=C(C(=O)OC(C)(C)C)C=CC1)OC)B1OC2(C3C(C(CC2O1)C3)(C)C)C (tert-butyl 3-((2R)-2-(2-(trans-4-((tert-butoxycarbonylamino)methyl)cyclohexyl)acetamido)-2-(2,9,9-trimethyl-3,5-dioxa-4-bora-tricyclo[6.1.1.02,6]dec-4-yl)ethyl)-2-methoxybenzoate), Cl (HCl). Run in O1CCOCC1 (dioxane). Conditions: time 1 hour. The product is NC[C@@H]1CC[C@H](CC1)CC(=O)N[C@@H](CC=1C(=C(C(=O)O)C=CC1)OC)B1OC2(C3C(C(CC2O1)C3)(C)C)C (3-((2R)-2-(2-(trans-4-(aminomethyl)cyclohexyl)acetamido)-2-(2,9,9-trimethyl-3,5-dioxa-4-bora-tricyclo[6.1.1.02,6]dec-4-yl)ethyl)-2-methoxybenzoic acid). Reaction SMILES: C(OC([NH:8][CH2:9][C@H:10]1[CH2:15][CH2:14][C@H:13]([CH2:16][C:17]([NH:19][C@H:20]([B:37]2[O:45][CH:44]3[C:39]([CH3:49])([CH:40]4[CH2:46][CH:42]([CH2:43]3)[C:41]4([CH3:48])[CH3:47])[O:38]2)[CH2:21][C:22]2[C:23]([O:35][CH3:36])=[C:24]([CH:32]=[CH:33][CH:34]=2)[C:25]([O:27]C(C)(C)C)=[O:26])=[O:18])[CH2:12][CH2:11]1)=O)(C)(C)C.Cl>O1CCOCC1>[NH2:8][CH2:9][C@H:10]1[CH2:15][CH2:14][C@H:13]([CH2:16][C:17]([NH:19][C@H:20]([B:37]2[O:45][CH:44]3[C:39]([CH3:49])([CH:40]4[CH2:46][CH:42]([CH2:43]3)[C:41]4([CH3:48])[CH3:47])[O:38]2)[CH2:21][C:22]2[C:23]([O:35][CH3:36])=[C:24]([CH:32]=[CH:33][CH:34]=2)[C:25]([OH:27])=[O:26])=[O:18])[CH2:12][CH2:11]1. Procedure details: To tert-butyl 3-((2R)-2-(2-(trans-4-((tert-butoxycarbonylamino)methyl)cyclohexyl)acetamido)-2-(2,9,9-trimethyl-3,5-dioxa-4-bora-tricyclo[6.1.1.02,6]dec-4-yl)ethyl)-2-methoxybenzoate (422 mg, 0.75 mmol from Example 3, Step 1) in a flask was added 4N HCl in dioxane (3 mL) and the reaction mixture stirred at RT for 1 hr. Removal of the solvents afforded the product as yellow foam. Reactants: CC#N, FC(F)(F)c1ccc(C2NCCc3ccccc32)cc1, O=C(Nc1ccncc1)Oc1ccc([N+](=O)[O-])cc1. The product is O=C(Nc1ccncc1)N1CCc2ccccc2C1c1ccc(C(F)(F)F)cc1. Reaction SMILES: [CH3:40][C:41]#[N:42].[F:1][C:2]([c:3]1[cH:4][cH:5][c:6]([CH:9]2[NH:10][CH2:11][CH2:12][c:13]3[cH:14][cH:15][cH:16][cH:17][c:18]32)[cH:7][cH:8]1)([F:19])[F:20].[n:21]1[cH:22][cH:23][c:24]([NH:27][C:28]([O:29][c:31]2[cH:32][cH:33][c:34]([N+:35]([O-:36])=[O:37])[cH:38][cH:39]2)=[O:30])[cH:25][cH:26]1>>[F:1][C:2]([c:3]1[cH:4][cH:5][c:6]([CH:9]2[N:10]([C:28]([NH:27][c:24]3[cH:23][cH:22][n:21][cH:26][cH:25]3)=[O:29])[CH2:11][CH2:12][c:13]3[cH:14][cH:15][cH:16][cH:17][c:18]32)[cH:7][cH:8]1)([F:19])[F:20]. Reactants: [H-].[Na+] (NaH), FC1=CC=C(C=C1)C(N1CCN(CC1)CC(CSC1=C2NC=NC2=NC=N1)OC(C)=O)C1=CC=C(C=C1)F (6-(1-[1-[bis(4-fluorophenyl)methyl]piperazin-4-yl]-2-acetoxy-3-propanylthio]purine), COC(C=C)=O (methylacrylate). Run in CN(C)C=O (DMF). Reaction conditions: temperature 60 celsius, time 15 minute. Yields the product FC1=CC=C(C=C1)C(N1CCN(CC1)CC(CSC1=C2N=CN(C2=NC=N1)CCC(=O)OC)OC(C)=O)C1=CC=C(C=C1)F (6-[1-[1-[Bis(4-fluorophenyl)methyl]piperazin-4-yl-]-2-acetoxy- 3-propanylthio]purin-9-yl-3-propanoic acid, methyl ester). As a reaction SMILES: [H-].[Na+].[F:3][C:4]1[CH:9]=[CH:8][C:7]([CH:10]([C:34]2[CH:39]=[CH:38][C:37]([F:40])=[CH:36][CH:35]=2)[N:11]2[CH2:16][CH2:15][N:14]([CH2:17][CH:18]([O:30][C:31](=[O:33])[CH3:32])[CH2:19][S:20][C:21]3[N:29]=[CH:28][N:27]=[C:26]4[C:22]=3[NH:23][CH:24]=[N:25]4)[CH2:13][CH2:12]2)=[CH:6][CH:5]=1.[CH3:41][O:42][C:43](=[O:46])[CH:44]=[CH2:45]>CN(C=O)C>[F:3][C:4]1[CH:9]=[CH:8][C:7]([CH:10]([C:34]2[CH:35]=[CH:36][C:37]([F:40])=[CH:38][CH:39]=2)[N:11]2[CH2:12][CH2:13][N:14]([CH2:17][CH:18]([O:30][C:31](=[O:33])[CH3:32])[CH2:19][S:20][C:21]3[N:29]=[CH:28][N:27]=[C:26]4[C:22]=3[N:23]=[CH:24][N:25]4[CH2:45][CH2:44][C:43]([O:42][CH3:41])=[O:46])[CH2:15][CH2:16]2)=[CH:6][CH:5]=1 |f:0.1|. Procedure: To NaH (0.02 mmol, 0.96 mg, 50% suspension in mineral oil) in DMF (5 mL) at 0° C. was added 6-(1-[1-[bis(4-fluorophenyl)methyl]piperazin-4-yl]-2-acetoxy-3-propanylthio]purine (1.0 g, 1.8 mmol) neat in portions. After stirring about 15 min, methylacrylate (1.8 mmol, 0.16 mL) was added neat at 0° C. The ice bath was removed and the mixture stirred at room temperature for 7 days. The mixture was then heated on a 60° C. oil bath for 24 h. The DMF was removed in vacuo (1 mmHg, 60° C.) and the crude r... The reactants are BrC=1C=C(C=2N(C1)C=CN2)NC(=O)NC (1-(6-Bromo-imidazo[1,2-a]pyridin-8-yl)-3-methyl-urea), OC(C)(C)C1=CC=C(C(=O)NC2=C(C(=CC=C2)B2OC(C(O2)(C)C)(C)C)C)C=C1 (4-(1-Hydroxy-1-methyl-ethyl)-N-[2-methyl-3-(4,4,5,5-tetramethyl-[1,3,2]dioxaborolan-2-yl)-phenyl]-benzamide), C([O-])([O-])=O.[Na+].[Na+] (sodium carbonate). The reagents and catalysts are C=1C=CC(=CC1)[P](C=2C=CC=CC2)(C=3C=CC=CC3)[Pd]([P](C=4C=CC=CC4)(C=5C=CC=CC5)C=6C=CC=CC6)([P](C=7C=CC=CC7)(C=8C=CC=CC8)C=9C=CC=CC9)[P](C=1C=CC=CC1)(C=1C=CC=CC1)C=1C=CC=CC1 (tetrakis(triphenylphosphine)palladium). The solvent is C(OC)COC (dimethoxyethane). Yields the product OC(C)(C)C1=CC=C(C(=O)NC2=C(C(=CC=C2)C=2C=C(C=3N(C2)C=CN3)NC(=O)NC)C)C=C1 (4-(1-Hydroxy-1-methyl-ethyl)-N-{2-methyl-3-[8-(3-methyl-ureido)-imidazo[1,2-a]pyridin-6-yl]-phenyl}-benzamide). Yield: 13.8%. As a reaction SMILES: Br[C:2]1[CH:3]=[C:4]([NH:11][C:12]([NH:14][CH3:15])=[O:13])[C:5]2[N:6]([CH:8]=[CH:9][N:10]=2)[CH:7]=1.[OH:16][C:17]([C:20]1[CH:44]=[CH:43][C:23]([C:24]([NH:26][C:27]2[CH:32]=[CH:31][CH:30]=[C:29](B3OC(C)(C)C(C)(C)O3)[C:28]=2[CH3:42])=[O:25])=[CH:22][CH:21]=1)([CH3:19])[CH3:18].C(=O)([O-])[O-].[Na+].[Na+]>C1C=CC([P]([Pd]([P](C2C=CC=CC=2)(C2C=CC=CC=2)C2C=CC=CC=2)([P](C2C=CC=CC=2)(C2C=CC=CC=2)C2C=CC=CC=2)[P](C2C=CC=CC=2)(C2C=CC=CC=2)C2C=CC=CC=2)(C2C=CC=CC=2)C2C=CC=CC=2)=CC=1.C(COC)OC>[OH:16][C:17]([C:20]1[CH:44]=[CH:43][C:23]([C:24]([NH:26][C:27]2[CH:32]=[CH:31][CH:30]=[C:29]([C:2]3[CH:3]=[C:4]([NH:11][C:12]([NH:14][CH3:15])=[O:13])[C:5]4[N:6]([CH:8]=[CH:9][N:10]=4)[CH:7]=3)[C:28]=2[CH3:42])=[O:25])=[CH:22][CH:21]=1)([CH3:18])[CH3:19] |f:2.3.4,^1:54,56,75,94|. Reported procedure: A 5 mL Microwave Reactor Vessel was charged with 1-(6-Bromo-imidazo[1,2-a]pyridin-8-yl)-3-methyl-urea (85 mg, 0.317 mmol), 4-(1-Hydroxy-1-methyl-ethyl)-N-[2-methyl-3-(4,4,5,5-tetramethyl-[1,3,2]dioxaborolan-2-yl)-phenyl]-benzamide (125 mg, 1 eq), tetrakis(triphenylphosphine)palladium (37 mg, 0.1 eq), 1M sodium carbonate (1 mL) and dimethoxyethane (2 mL). The reaction mixture was irradiated for 10 minutes at 150° C. on the Microwave Reactor. The reaction mixture was then partitioned between ethyl...